From a dataset of the Open Reaction Database (ORD), a public repository of structured organic reaction records. describe an organic reaction: reactants, conditions, products, and yield Starting materials: OCC=1N(C=CN1)CCCC1CCN(CC1)C=O (4-[3-(2-hydroxymethyl-1H-imidazol-1-yl)propyl]-1-piperidine carboxaldehyde), [Mn](=O)(=O)(=O)[O-].[K+] (potassium permanganate). Run in CC(=O)C (acetone). Conditions: temperature 0 celsius, time 2 hour. Yields the product C(=O)(O)C=1N(C=CN1)CCCC1CCN(CC1)C=O (4-[3-(2-carboxy-1H-imidazol-1-yl)propyl]-1-piperidine carboxaldehyde). Isolated yield 83.0%. As a reaction SMILES: [OH:1][CH2:2][C:3]1[N:4]([CH2:8][CH2:9][CH2:10][CH:11]2[CH2:16][CH2:15][N:14]([CH:17]=[O:18])[CH2:13][CH2:12]2)[CH:5]=[CH:6][N:7]=1.[Mn]([O-])(=O)(=O)=[O:20].[K+]>CC(C)=O>[C:2]([C:3]1[N:4]([CH2:8][CH2:9][CH2:10][CH:11]2[CH2:16][CH2:15][N:14]([CH:17]=[O:18])[CH2:13][CH2:12]2)[CH:5]=[CH:6][N:7]=1)([OH:20])=[O:1] |f:1.2|. Reported procedure: The solution of 4-[3-(2-hydroxymethyl-1H-imidazol-1-yl)propyl]-1-piperidine carboxaldehyde in acetone (63 ml) was cooled to 0° C. and potassium permanganate (5.5 g, 0.035M) was added portionwise. After complete addition, the reaction was stirred at 0° C. for 2 hrs. The acetone solution was separated by filtration, and the residue was stirred twice with water (50 ml). The aqueous solution was freeze dried to yield 4-[3-(2-carboxy-1H-imidazol-1-yl)propyl]-1-piperidine carboxaldehyde (5.5 g, 83% yi...